This data is from the Open Reaction Database (ORD), a public repository of structured organic reaction records. The task is: describe an organic reaction: reactants, conditions, products, and yield Reactants: S1C(=NC2=C1C=CC=C2)C2=C(NN=C2C2=CC=C(C=C2)[N+](=O)[O-])N (4-benzothiazol-2-yl-5-(4-nitrophenyl)-2H-pyrazol-3-ylamine). The reagents and catalysts are [Zn] (zinc). The solvent is CN(C)C=O (DMF), C(C)O (ethanol), [Cl-].[NH4+] (ammonium chloride). Yields the product NC1=C(C(=NN1)C1=CC=C(C=C1)NO)C=1SC2=C(N1)C=CC=C2 (N-[4-(5-Amino-4-benzothiazol-2-yl-1H-pyrazol-3-yl)-phenyl]-hydroxylamine). Yield: 3.3%. RXN SMILES: [S:1]1[C:5]2[CH:6]=[CH:7][CH:8]=[CH:9][C:4]=2[N:3]=[C:2]1[C:10]1[C:14]([C:15]2[CH:20]=[CH:19][C:18]([N+:21]([O-])=[O:22])=[CH:17][CH:16]=2)=[N:13][NH:12][C:11]=1[NH2:24]>CN(C=O)C.C(O)C.[Cl-].[NH4+].[Zn]>[NH2:24][C:11]1[NH:12][N:13]=[C:14]([C:15]2[CH:20]=[CH:19][C:18]([NH:21][OH:22])=[CH:17][CH:16]=2)[C:10]=1[C:2]1[S:1][C:5]2[CH:6]=[CH:7][CH:8]=[CH:9][C:4]=2[N:3]=1 |f:3.4|. Procedure details: To a solution of 4-benzothiazol-2-yl-5-(4-nitrophenyl)-2H-pyrazol-3-ylamine (218 mg, 0.65 mmol) in DMF (4 mL) and 95% ethanol (4 mL) at room temperature was added under rapid stirring a suspension of zinc powder (200 mg) in aqueous ammonium chloride (0.15 g in 2 mL of water). The resulting mixture was then stirred for 2 hrs. The residual zinc was removed by filtration and the mother liquor was poured into water (100 mL). A yellow solid was removed by filtration. The aqueous phase was extract wit... Starting materials: CS(=O)C (dimethyl sulfoxide), F (hydrogen fluoride), F[B-](F)(F)F.C1(=CC(=CC=C1)[N+]#N)[N+]#N.F[B-](F)(F)F (benzene-1,3-bis-diazonium tetrafluoroborate). The product is FC=1C=C(N)C=CC1 (3-fluoroaniline), [F-].[NH4+] (ammonium fluoride), tertiary amines, FC1=CC(=CC=C1)F (1,3-difluorobenzene). Reaction SMILES: [F:1][B-](F)(F)F.[C:6]1([N+]#N)[CH:11]=[CH:10][CH:9]=[C:8]([N+:12]#N)[CH:7]=1.[F:16][B-](F)(F)F.CS(C)=O.[FH:25]>>[F:16][C:6]1[CH:7]=[C:8]([CH:9]=[CH:10][CH:11]=1)[NH2:12].[F-:1].[NH4+:12].[F:25][C:6]1[CH:11]=[CH:10][CH:9]=[C:8]([F:16])[CH:7]=1 |f:0.1.2,6.7|. Reported procedure: Fluorobenzenes have hitherto been prepared from the corresponding substituted anilines by diazotization and subsequent replacement of the diazo group by fluorine. Thus the preparation of fluorobenzene by diazotization of aniline hydrochloride, conversion of the resulting benzenediazonium chloride into the tetrafluoroborate and subsequent heating has long been known (G. Balz and G. Schiemann, Ber. 60 (1927) 1188; D. T. Flood, Org. Synth. Coll. Vol II (1943) 295). In addition, the preparation of f...